This data is from the Open Reaction Database (ORD), a public repository of structured organic reaction records. The task is: describe an organic reaction: reactants, conditions, products, and yield Yields the product NS(=O)(=O)c1ccc(C2=C(c3ccc(F)c(Cl)c3)CCC2)cc1. Reaction SMILES: [C:42]([O-:43])(=[O:44])[CH3:45].[CH2:60]1[O:61][CH2:62][CH2:63][CH2:64]1.[CH3:2][CH2:3][CH2:4][CH2:5][N+:6]([CH2:7][CH2:8][CH2:9][CH3:10])([CH2:11][CH2:12][CH2:13][CH3:14])[CH2:15][CH2:16][CH2:17][CH3:18].[CH3:53][CH2:54][O:55][C:56](=[O:57])[CH3:58].[Cl:19][c:20]1[cH:21][c:22]([C:27]2=[C:28]([c:32]3[cH:33][cH:34][c:35]([S:38](=[O:39])(=[O:40])[CH3:41])[cH:36][cH:37]3)[CH2:29][CH2:30][CH2:31]2)[cH:23][cH:24][c:25]1[F:26].[F-:1].[NH2:47][O:48][S:49]([OH:50])(=[O:51])=[O:52].[Na+:46].[OH2:59]>>[NH2:6][S:38]([c:35]1[cH:34][cH:33][c:32]([C:28]2=[C:27]([c:22]3[cH:21][c:20]([Cl:19])[c:25]([F:26])[cH:24][cH:23]3)[CH2:31][CH2:30][CH2:29]2)[cH:37][cH:36]1)(=[O:39])=[O:40]. The reactants are CC(=O)[O-], C1CCOC1, CCCC[N+](CCCC)(CCCC)CCCC, CCOC(C)=O, CS(=O)(=O)c1ccc(C2=C(c3ccc(F)c(Cl)c3)CCC2)cc1, [F-], NOS(=O)(=O)O, [Na+], O.